This data is from the Open Reaction Database (ORD), a public repository of structured organic reaction records. The task is: describe an organic reaction: reactants, conditions, products, and yield Starting materials: CC(C(=O)OCC)C(CC)=O (ethyl 2-methyl-3-oxopentanoate), BrBr (bromine). Solvent: C(Cl)(Cl)Cl (chloroform), C(Cl)(Cl)Cl (chloroform). Conditions: time 16 hour. The product is BrC(C(C(C(=O)OCC)C)=O)C (ethyl 4-bromo-2-methyl-3-oxopentanoate). Reaction SMILES: [CH3:1][CH:2]([C:8](=[O:11])[CH2:9][CH3:10])[C:3]([O:5][CH2:6][CH3:7])=[O:4].[Br:12]Br>C(Cl)(Cl)Cl>[Br:12][CH:9]([CH3:10])[C:8](=[O:11])[CH:2]([CH3:1])[C:3]([O:5][CH2:6][CH3:7])=[O:4]. Procedure: To a solution of ethyl 2-methyl-3-oxopentanoate (5.0 g, 34.7 mmol) in chloroform at 0° C. was added bromine (1.79 mL, 34.7 mmol) in chloroform (10 mL) drop-wise. The resulting solution was stirred at rt for 16 h. The solution was washed with water, dried over sodium sulfate, and concentrated to give the title compound. 1HNMR (500 MHz, CDCl3), δ4.781-4.740 (dd, J=6.6 Hz, 1H), 4.140-4.098(dd, J=7.0 Hz, 1H), 3.770 (s, 3H), 1.797-1.783(d, J=6.6 Hz, 3H), 1.455-1.442 (d, J=7.0 Hz, 3H).